From a dataset of the Open Reaction Database (ORD), a public repository of structured organic reaction records. describe an organic reaction: reactants, conditions, products, and yield Reactants: C[O-].[Na+] (sodium methylate), CS(=O)C (dimethylsulfoxide), N(C1=CC=CC=C1)CCC#N (β-anilinopropionitrile), CNC=1C=C(C(CS(=O)(=O)C)O)C=C(C1)NC (3,5-bis(methylamino)-α-[(methylsulfonyl)methyl]benzyl alcohol). The solvent is O (water). The product is N(C1=CC=CC=C1)C=C(C#N)CC1=CC(=CC(=C1)NC)NC (α-(anilinomethylene)-3,5-bis(methylamino)hydrocinnamonitrile). Reaction SMILES: C[O-].[Na+].[NH:4]([CH2:11][CH2:12][C:13]#[N:14])[C:5]1[CH:10]=[CH:9][CH:8]=[CH:7][CH:6]=1.[CH3:15][NH:16][C:17]1[CH:18]=[C:19]([CH:27]=[C:28]([NH:30][CH3:31])[CH:29]=1)[CH:20](O)CS(C)(=O)=O.CS(C)=O>O>[NH:4]([CH:11]=[C:12]([CH2:20][C:19]1[CH:27]=[C:28]([NH:30][CH3:31])[CH:29]=[C:17]([NH:16][CH3:15])[CH:18]=1)[C:13]#[N:14])[C:5]1[CH:10]=[CH:9][CH:8]=[CH:7][CH:6]=1 |f:0.1|. Procedure details: A mixture of 8.6 g. of sodium methylate, 12.4 g. of β-anilinopropionitrile and 20.4 g. of 3,5-bis(methylamino)-α-[(methylsulfonyl)methyl]benzyl alcohol in 100 ml. of absolute dimethylsulfoxide was stirred for 1 hour at 50° C. and then treated with 1 liter of water. The precipitated product was extracted with 3 liters of ethyl acetate. The ethyl acetate extract was washed with 1 liter of water, dried over magnesium sulfate and evaporated in vacuo. The residue was chromatographed on 1 kg. of silic... Reactants: CCOCC, CO, C=[N+]=[N-], O=C(O)C1COCC(O)C1. Product: COC(=O)C1COCC(O)C1. As a reaction SMILES: [CH3:14][CH2:15][O:16][CH2:17][CH3:18].[CH3:19][OH:20].[N+:1](=[N-:2])=[CH2:3].[OH:4][CH:5]1[CH2:6][CH:7]([C:11](=[O:12])[OH:13])[CH2:8][O:9][CH2:10]1>>[CH3:3][O:13][C:11]([CH:7]1[CH2:6][CH:5]([OH:4])[CH2:10][O:9][CH2:8]1)=[O:12]. Reactants: Cl.C(C1=CC=CC=C1)N1C(NC2=C(C1=O)CNCC2)=O (3-benzy1-5,6,7,8-tetrahydro-1H-pyrido[4,3-d]-pyrimidine-2,4-dione hydrochloride), C=O (formaldehyde), Cl (hydrochloric acid). The solvent is C(=O)O (formic acid). The product is Cl.C(C1=CC=CC=C1)N1C(NC2=C(C1=O)CN(CC2)C)=O (3-benzyl-6-methyl-5,6,7,8-tetrahydro-1H-pyrido[4,3-d]pyrimidine-2,4-dione hydrochloride). As a reaction SMILES: [ClH:1].[CH2:2]([N:9]1[C:14](=[O:15])[C:13]2[CH2:16][NH:17][CH2:18][CH2:19][C:12]=2[NH:11][C:10]1=[O:20])[C:3]1[CH:8]=[CH:7][CH:6]=[CH:5][CH:4]=1.[CH2:21]=O.Cl>C(O)=O>[ClH:1].[CH2:2]([N:9]1[C:14](=[O:15])[C:13]2[CH2:16][N:17]([CH3:21])[CH2:18][CH2:19][C:12]=2[NH:11][C:10]1=[O:20])[C:3]1[CH:4]=[CH:5][CH:6]=[CH:7][CH:8]=1 |f:0.1,5.6|. Procedure details: 6.5 g of 3-benzy1-5,6,7,8-tetrahydro-1H-pyrido[4,3-d]-pyrimidine-2,4-dione hydrochloride were added at 0° C. to a mixture of 5.5 ml of 90% formic acid and 4 ml of 37% formaldehyde, with stirring. After heating for 8 h at the reflux temperature, 26.5 ml of i N hydrochloric acid were added at room temperature and the mixture was then concentrated under reduced pressure. After recrystallization from isopropanol/water, 3-benzyl-6-methyl-5,6,7,8-tetrahydro-1H-pyrido[4,3-d]pyrimidine-2,4-dione hydroch... Run in C(C)O (ethanol), [Cl-].[Na+].O (brine). Run at temperature 50 celsius, time 24 hour. Yield: 78.7%. The product is N(N)C(=O)C1=C(SC=C1C)NC(CN1C(CCC2=CC=CC=C12)=O)=O (N-(3-(hydrazinecarbonyl)-4-methylthiophen-2-yl)-2-(2-oxo-3,4-dihydroquinolin-1(2H)-yl)acetamide). Starting materials: O.NN (Hydrazine monohydrate), CC=1C(=C(SC1)NC(CN1C(CCC2=CC=CC=C12)=O)=O)C(=O)OC (methyl 4-methyl-2-(2-(2-oxo-3,4-dihydroquinolin-1(2H)-yl)acetamido)thiophene-3-carboxylate). As a reaction SMILES: O.[NH2:2][NH2:3].[CH3:4][C:5]1[C:6]([C:25](OC)=[O:26])=[C:7]([NH:10][C:11](=[O:24])[CH2:12][N:13]2[C:22]3[C:17](=[CH:18][CH:19]=[CH:20][CH:21]=3)[CH2:16][CH2:15][C:14]2=[O:23])[S:8][CH:9]=1>C(O)C.[Cl-].[Na+].O>[NH:2]([C:25]([C:6]1[C:5]([CH3:4])=[CH:9][S:8][C:7]=1[NH:10][C:11](=[O:24])[CH2:12][N:13]1[C:22]2[C:17](=[CH:18][CH:19]=[CH:20][CH:21]=2)[CH2:16][CH2:15][C:14]1=[O:23])=[O:26])[NH2:3] |f:0.1,4.5.6|. Reported procedure: Hydrazine monohydrate (0.059 mL, 1.23 mmol) was added to a solution of methyl 4-methyl-2-(2-(2-oxo-3,4-dihydroquinolin-1(2H)-yl)acetamido)thiophene-3-carboxylate (221 mg, 0.616 mmol) in ethanol (2 mL) and the resulting solution was stirred at 50° C. for 24 h. The mixture was diluted with brine and extracted with ethyl acetate. The organic phase was separated, dried (Na2SO4), filtered, concentrated under vacuum to give N-(3-(hydrazinecarbonyl)-4-methylthiophen-2-yl)-2-(2-oxo-3,4-dihydroquinolin-1... The reactants are C(C)(=O)OC(C)=O (acetic anhydride), C1(CCCC1)OC(=O)NC=1C=C2C(=CN(C2=CC1)C)CC1=C(C=C(C(=O)NS(=O)(=O)C2=C(C=CC=C2)C#CC(C)(C)O)C=C1)OC (N-[4-[5-(cyclopentyloxycarbonylamino)-1-methyl-indol-3-yl-methyl]-3-methoxybenzoyl]-2-(3-hydroxy-3-methyl-but-1-yn-1-yl)-benzenesulfonamide). The reagents and catalysts are CN(C1=CC=NC=C1)C (4-dimethylaminopyridine). Solvent: N1=CC=CC=C1 (pyridine), C(C)(=O)OCC (ethyl acetate). Reaction conditions: time 20 hour. Yields the product C1(CCCC1)OC(=O)NC=1C=C2C(=CN(C2=CC1)C)CC1=C(C=C(C(=O)NS(=O)(=O)C2=C(C=CC=C2)C#CC(C)(C)OC(C)=O)C=C1)OC (N-[4-[5-(Cyclopentyloxycarbonylamino)-1-methyl-indol-3-yl-methyl]-3-methoxybenzoyl]-2-(3-acetoxy- 3-methyl-but-1-yn-1-yl)-benzenesulfonamide). Reaction SMILES: [C:1](OC(=O)C)(=[O:3])[CH3:2].[CH:8]1([O:13][C:14]([NH:16][C:17]2[CH:18]=[C:19]3[C:23](=[CH:24][CH:25]=2)[N:22]([CH3:26])[CH:21]=[C:20]3[CH2:27][C:28]2[CH:51]=[CH:50][C:31]([C:32]([NH:34][S:35]([C:38]3[CH:43]=[CH:42][CH:41]=[CH:40][C:39]=3[C:44]#[C:45][C:46]([OH:49])([CH3:48])[CH3:47])(=[O:37])=[O:36])=[O:33])=[CH:30][C:29]=2[O:52][CH3:53])=[O:15])[CH2:12][CH2:11][CH2:10][CH2:9]1>CN(C)C1C=CN=CC=1.N1C=CC=CC=1.C(OCC)(=O)C>[CH:8]1([O:13][C:14]([NH:16][C:17]2[CH:18]=[C:19]3[C:23](=[CH:24][CH:25]=2)[N:22]([CH3:26])[CH:21]=[C:20]3[CH2:27][C:28]2[CH:51]=[CH:50][C:31]([C:32]([NH:34][S:35]([C:38]3[CH:43]=[CH:42][CH:41]=[CH:40][C:39]=3[C:44]#[C:45][C:46]([O:49][C:1](=[O:3])[CH3:2])([CH3:48])[CH3:47])(=[O:36])=[O:37])=[O:33])=[CH:30][C:29]=2[O:52][CH3:53])=[O:15])[CH2:12][CH2:11][CH2:10][CH2:9]1. Procedure details: 0.44 g of acetic anhydride and 0.1 g of 4-dimethylaminopyridine are added to a solution of 1.0 g of N-[4-[5-(cyclopentyloxycarbonylamino)-1-methyl-indol-3-yl-methyl]-3-methoxybenzoyl]-2-(3-hydroxy-3-methyl-but-1-yn-1-yl)-benzenesulfonamide in 6 ml of pyridine. The reaction solution is stirred for 20 hours at room temperature under argon. The reaction mixture is subsequently diluted with 100 ml of ethyl acetate. The ethyl acetate phase is washed twice with 80 ml of 1N hydrochloric acid each time,... Starting materials: [Na] (sodium), C(C)(=O)OCCOC1=NN(C(=C1C1=CC2=C(OCO2)C=C1)N(S(=O)(=O)C1=CC=C(C=C1)C(C)(C)C)S(=O)(=O)C1=CC=C(C=C1)C(C)(C)C)CC1=CC=CC=C1 (2-{[4-(1,3-benzodioxol-5-yl)-1-benzyl-5-(bis{[4-(tert-butyl)phenyl]sulfonyl)amino)-1H-pyrazol-3-yl]oxy}ethyl acetate), Cl (HCl). Run in O (water), C(C)O (ethanol). Conditions: time 8 hour. Yields the product O1COC2=C1C=CC(=C2)C=2C(=NN(C2NS(=O)(=O)C2=CC=C(C=C2)C(C)(C)C)CC2=CC=CC=C2)OCCO (N-[4-(1,3-benzodioxol-5-yl)-1-benzyl-3-(2-hydroxyethoxy)-1H-pyrazol-5-yl]-4-(tert-butyl)benzenesulfonamide). Isolated yield 95.6%. Reaction SMILES: [Na].C([O:5][CH2:6][CH2:7][O:8][C:9]1[C:13]([C:14]2[CH:22]=[CH:21][C:17]3[O:18][CH2:19][O:20][C:16]=3[CH:15]=2)=[C:12]([N:23](S(C2C=CC(C(C)(C)C)=CC=2)(=O)=O)[S:24]([C:27]2[CH:32]=[CH:31][C:30]([C:33]([CH3:36])([CH3:35])[CH3:34])=[CH:29][CH:28]=2)(=[O:26])=[O:25])[N:11]([CH2:50][C:51]2[CH:56]=[CH:55][CH:54]=[CH:53][CH:52]=2)[N:10]=1)(=O)C.Cl>C(O)C.O>[O:18]1[C:17]2[CH:21]=[CH:22][C:14]([C:13]3[C:9]([O:8][CH2:7][CH2:6][OH:5])=[N:10][N:11]([CH2:50][C:51]4[CH:52]=[CH:53][CH:54]=[CH:55][CH:56]=4)[C:12]=3[NH:23][S:24]([C:27]3[CH:28]=[CH:29][C:30]([C:33]([CH3:36])([CH3:34])[CH3:35])=[CH:31][CH:32]=3)(=[O:26])=[O:25])=[CH:15][C:16]=2[O:20][CH2:19]1 |^1:0|. Procedure: An aqueous solution of sodium hydroxyde (2N, 75 ml) was added at room temperature to a solution of 2-{[4-(1,3-benzodioxol-5-yl)-1-benzyl-5-(bis{[4-(tert-butyl)phenyl]sulfonyl)amino)-1H-pyrazol-3-yl]oxy}ethyl acetate (Preparation 52) (24 g) in ethanol (300 ml) and left overnight. The reaction mixture was then diluted with water (1000 ml), acidified with an aqueous solution of HCl (1N) and extracted with ethyl acetate (3×500 ml). The combined organic phases were washed with brine (500 ml) and conc... Starting materials: C(C=C)Br (allyl bromide), FC(CC[SiH](C(C)C)C(C)C)(C(C(C(C(C(C(C(F)(F)F)(C(F)(F)F)F)(F)F)(F)F)(F)F)(F)F)(F)F)F ((3,3,4,4,5,5,6,6,7,7,8,8,9,10,10,10-hexadecafluoro-9-trifluoromethyldecyl)diisopropylsilane). The reagents and catalysts are Cl[Pd]Cl (PdCl2). The solvent is C1=CC=CC=C1 (benzene), C1=CC=CC=C1 (benzene). Reaction conditions: temperature 60 celsius. The product is FC(CC[Si](C(C)C)(C(C)C)Br)(C(C(C(C(C(C(C(F)(F)F)(C(F)(F)F)F)(F)F)(F)F)(F)F)(F)F)(F)F)F (((3,3,4,4,5,5,6,6,7,7,8,8,9,10,10,10-hexadecafluoro-9-trifluoromethyldecyl)diisopropylsilyl)-bromide). Yield: 205.9%. As a reaction SMILES: [F:1][C:2]([F:37])([C:12]([F:36])([F:35])[C:13]([F:34])([F:33])[C:14]([F:32])([F:31])[C:15]([F:30])([F:29])[C:16]([F:28])([F:27])[C:17]([F:26])([C:22]([F:25])([F:24])[F:23])[C:18]([F:21])([F:20])[F:19])[CH2:3][CH2:4][SiH:5]([CH:9]([CH3:11])[CH3:10])[CH:6]([CH3:8])[CH3:7].C([Br:41])C=C>C1C=CC=CC=1.Cl[Pd]Cl>[F:37][C:2]([F:1])([C:12]([F:35])([F:36])[C:13]([F:33])([F:34])[C:14]([F:31])([F:32])[C:15]([F:29])([F:30])[C:16]([F:28])([F:27])[C:17]([F:26])([C:22]([F:23])([F:24])[F:25])[C:18]([F:20])([F:19])[F:21])[CH2:3][CH2:4][Si:5]([Br:41])([CH:9]([CH3:11])[CH3:10])[CH:6]([CH3:8])[CH3:7]. Procedure details: In an oven-dried round-bottom flask equipped with a stir bar and cooled under N2, (3,3,4,4,5,5,6,6,7,7,8,8,9,10,10,10-hexadecafluoro-9-trifluoromethyldecyl)diisopropylsilane (4.86 g, 7.94 mmol) was dissolved in 10 mL anhydrous benzene (benzene dried by boiling off 10% by volume prior to use). To this mixture was added allyl bromide (1.44 g, 11.9 mmol, 1.5 eq.) and PdCl2 (30 mg). The solution was heated to 60° C. for 15 hr, then cooled, and concentrated via rotary evaporation. The resulting suspe...